This data is from the Open Reaction Database (ORD), a public repository of structured organic reaction records. The task is: describe an organic reaction: reactants, conditions, products, and yield Starting materials: O=C1CCCC(=O)O1, Cc1ccccc1[Mg+], [Cl-], Cl, C1CCOC1. Yields the product Cc1ccccc1C(=O)CCCC(=O)O. RXN SMILES: [C:1]1(=[O:8])[CH2:2][CH2:3][CH2:4][C:5](=[O:6])[O:7]1.[CH3:10][c:11]1[c:12]([Mg+:17])[cH:13][cH:14][cH:15][cH:16]1.[Cl-:9].[ClH:18].[O:19]1[CH2:20][CH2:21][CH2:22][CH2:23]1>>[C:1]([CH2:2][CH2:3][CH2:4][C:5](=[O:6])[c:12]1[c:11]([CH3:10])[cH:16][cH:15][cH:14][cH:13]1)([OH:7])=[O:8]. Reactants: CCOCC, CO, CC(C)CC(C(=O)NN(CC(C)C)C(=O)C1(N)CCCC1)C(CC=Cc1ccccc1)C(=O)NOC1CCCCO1, Cc1ccc(S(=O)(=O)O)cc1. Product: CC(C)CC(C(=O)NN(CC(C)C)C(=O)C1(N)CCCC1)C(CC=Cc1ccccc1)C(=O)NO, Cc1ccc(S(=O)(=O)O)cc1. RXN SMILES: [CH3:53][CH2:54][O:55][CH2:56][CH3:57].[CH3:58][OH:59].[NH2:1][C:2]1([C:7](=[O:8])[N:9]([NH:10][C:11]([CH:12]([CH2:13][CH:14]([CH3:15])[CH3:16])[CH:17]([CH2:18][CH:19]=[CH:20][c:21]2[cH:22][cH:23][cH:24][cH:25][cH:26]2)[C:27]([NH:28][O:29][CH:30]2[CH2:31][CH2:32][CH2:33][CH2:34][O:35]2)=[O:36])=[O:37])[CH2:38][CH:39]([CH3:40])[CH3:41])[CH2:3][CH2:4][CH2:5][CH2:6]1.[c:42]1([CH3:52])[cH:43][cH:44][c:45]([S:48](=[O:49])(=[O:50])[OH:51])[cH:46][cH:47]1>>[NH2:1][C:2]1([C:7](=[O:8])[N:9]([NH:10][C:11]([CH:12]([CH2:13][CH:14]([CH3:15])[CH3:16])[CH:17]([CH2:18][CH:19]=[CH:20][c:21]2[cH:22][cH:23][cH:24][cH:25][cH:26]2)[C:27]([NH:28][OH:29])=[O:36])=[O:37])[CH2:38][CH:39]([CH3:40])[CH3:41])[CH2:3][CH2:4][CH2:5][CH2:6]1.[c:42]1([CH3:52])[cH:43][cH:44][c:45]([S:48](=[O:49])(=[O:50])[OH:51])[cH:46][cH:47]1.